This data is from the Open Reaction Database (ORD), a public repository of structured organic reaction records. The task is: describe an organic reaction: reactants, conditions, products, and yield The reactants are CC(O)C(=O)O, CCCCCC, CCOC(C)=O, O=C(COc1ccccc1)NC1C(=O)NC1CO, Cc1ccc(S(=O)(=O)Cl)cc1, c1ccncc1. The product is Cc1ccc(S(=O)(=O)OCC2NC(=O)C2NC(=O)COc2ccccc2)cc1. Reaction SMILES: [CH3:30][CH:31]([C:32](=[O:33])[OH:34])[OH:35].[CH3:36][CH2:37][CH2:38][CH2:39][CH2:40][CH3:41].[CH3:48][CH2:49][O:50][C:51](=[O:52])[CH3:53].[OH:12][CH2:13][CH:14]1[NH:15][C:16](=[O:29])[CH:17]1[NH:18][C:19]([CH2:20][O:21][c:22]1[cH:23][cH:24][cH:25][cH:26][cH:27]1)=[O:28].[c:1]1([CH3:11])[cH:2][cH:3][c:4]([S:7](=[O:8])(=[O:9])[Cl:10])[cH:5][cH:6]1.[cH:42]1[cH:43][cH:44][n:45][cH:46][cH:47]1>>[c:1]1([CH3:11])[cH:2][cH:3][c:4]([S:7](=[O:8])(=[O:9])[O:12][CH2:13][CH:14]2[NH:15][C:16](=[O:29])[CH:17]2[NH:18][C:19]([CH2:20][O:21][c:22]2[cH:23][cH:24][cH:25][cH:26][cH:27]2)=[O:28])[cH:5][cH:6]1. Reactants: F[B-](F)(F)F, CO, C[N+](C)(C)C, O=C(c1cccc(C(F)(F)F)c1)N1CCCCC1. Yields the product COC1CCCCN1C(=O)c1cccc(C(F)(F)F)c1. RXN SMILES: [B-:21]([F:22])([F:23])([F:24])[F:25].[CH3:19][OH:20].[CH3:26][N+:27]([CH3:28])([CH3:29])[CH3:30].[F:1][C:2]([c:3]1[cH:4][c:5]([C:6](=[O:7])[N:8]2[CH2:9][CH2:10][CH2:11][CH2:12][CH2:13]2)[cH:14][cH:15][cH:16]1)([F:17])[F:18]>>[F:1][C:2]([c:3]1[cH:4][c:5]([C:6](=[O:7])[N:8]2[CH:9]([O:20][CH3:19])[CH2:10][CH2:11][CH2:12][CH2:13]2)[cH:14][cH:15][cH:16]1)([F:17])[F:18]. Starting materials: C(#N)CC(=O)OCC(CCCC)CC (2-ethylhexyl cyanoacetate), C(C)(=O)NC1=CC=C(C=O)C=C1 (4-acetamidobenzaldehyde). Solvent: C(C)(C)O (isopropanol). Product: C(C)(=O)NC1=CC=C(C=C1)C=C(C(=O)OCC(CCCC)CC)C#N (2-ethylhexyl 3-(4-acetylaminophenyl)-2-cyanoacrylate). Isolated yield 54.0%. Reaction SMILES: [C:1]([CH2:3][C:4]([O:6][CH2:7][CH:8]([CH2:13][CH3:14])[CH2:9][CH2:10][CH2:11][CH3:12])=[O:5])#[N:2].[C:15]([NH:18][C:19]1[CH:26]=[CH:25][C:22]([CH:23]=O)=[CH:21][CH:20]=1)(=[O:17])[CH3:16]>C(O)(C)C>[C:15]([NH:18][C:19]1[CH:26]=[CH:25][C:22]([CH:23]=[C:3]([C:1]#[N:2])[C:4]([O:6][CH2:7][CH:8]([CH2:13][CH3:14])[CH2:9][CH2:10][CH2:11][CH3:12])=[O:5])=[CH:21][CH:20]=1)(=[O:17])[CH3:16]. Procedure details: A mixture of 35 g (0.18 mol) of 2-ethylhexyl cyanoacetate and 30 g (0.18 mol) of 4-acetamidobenzaldehyde in 300 ml of isopropanol is refluxed for 3 hours. The reaction mixture is then allowed to cool and is crystallized. The crystals formed are separated out by filtration and are recrystallized from a minimum amount of isopropanol. After filtration and drying, 33.3 g (54% yield) of 2-ethylhexyl 3-(4-acetylaminophenyl)-2-cyanoacrylate are obtained in the form of a pale yellow powder. The reactants are OB1OC(C2=C1C=C(C=C2C)O)C(C(=O)OCC)=C (ethyl 2-(1,6-dihydroxy-4-methyl-1,3-dihydrobenzo[c][1,2]oxaborol-3-yl)acrylate). The reagents and catalysts are [C].[Pd] (Palladium carbon). Solvent: C(C)(=O)OCC (ethyl acetate). Reaction conditions: temperature 35 celsius, time 1 hour. The product is OB1OC(C2=C1C=C(C=C2C)O)C(C(=O)OCC)C (Ethyl 2-(1,6-dihydroxy-4-methyl-1,3-dihydrobenzo[c][1,2]oxaborol-3-yl)propanoate). As a reaction SMILES: [OH:1][B:2]1[C:6]2[CH:7]=[C:8]([OH:12])[CH:9]=[C:10]([CH3:11])[C:5]=2[CH:4]([C:13](=[CH2:19])[C:14]([O:16][CH2:17][CH3:18])=[O:15])[O:3]1>C(OCC)(=O)C.[C].[Pd]>[OH:1][B:2]1[C:6]2[CH:7]=[C:8]([OH:12])[CH:9]=[C:10]([CH3:11])[C:5]=2[CH:4]([CH:13]([CH3:19])[C:14]([O:16][CH2:17][CH3:18])=[O:15])[O:3]1 |f:2.3|. Reported procedure: A mixture of ethyl 2-(1,6-dihydroxy-4-methyl-1,3-dihydrobenzo[c][1,2]oxaborol-3-yl)acrylate (1 g, 3.44 mmol, 1.00 equiv, 90%) and Palladium carbon (10%, 300 mg) in ethyl acetate (50 mL) was stirred for 1 h at 35° C. under a hydrogen atmosphere. The solid was filtered out and washed with 2×10 mL of THF. The filtrate was concentrated under vacuum. This resulted in 0.8 g (71%) of ethyl 2-(1,6-dihydroxy-4-methyl-1,3-dihydrobenzo[c][1,2]oxaborol-3-yl)propanoate as a light-brown oil. Reaction SMILES: [BH3:19].[CH2:22]1[O:23][CH2:24][CH2:25][CH2:26]1.[CH3:1][O:2][c:3]1[cH:4][c:5]([CH2:9][CH2:10][C:11](=[O:12])[OH:13])[cH:6][cH:7][cH:8]1.[CH3:20][OH:21].[O:14]1[CH2:15][CH2:16][CH2:17][CH2:18]1>>[CH3:1][O:2][c:3]1[cH:4][c:5]([CH2:9][CH2:10][CH2:11][OH:12])[cH:6][cH:7][cH:8]1. Yields the product COc1cccc(CCCO)c1. Reactants: B, C1CCOC1, COc1cccc(CCC(=O)O)c1, CO, C1CCOC1. Starting materials: CCC(C)=O, CC(=O)OC1=C(C2CCC(c3ccc(Cl)cc3)CC2)C(=O)c2ccccc2C1=O, O, O=S(=O)(O)O. Product: O=C1C(O)=C(C2CCC(c3ccc(Cl)cc3)CC2)C(=O)c2ccccc21. Reaction SMILES: [CH2:36]([C:37]([CH3:38])=[O:39])[CH3:40].[Cl:1][c:2]1[cH:3][cH:4][c:5]([CH:8]2[CH2:9][CH2:10][CH:11]([C:14]3=[C:23]([O:24][C:25](=[O:26])[CH3:27])[C:22](=[O:28])[c:21]4[c:16]([cH:17][cH:18][cH:19][cH:20]4)[C:15]3=[O:29])[CH2:12][CH2:13]2)[cH:6][cH:7]1.[OH2:35].[S:30](=[O:31])(=[O:32])([OH:33])[OH:34]>>[Cl:1][c:2]1[cH:3][cH:4][c:5]([CH:8]2[CH2:9][CH2:10][CH:11]([C:14]3=[C:23]([OH:24])[C:22](=[O:28])[c:21]4[c:16]([cH:17][cH:18][cH:19][cH:20]4)[C:15]3=[O:29])[CH2:12][CH2:13]2)[cH:6][cH:7]1. Reactants: Cl.[N+](=O)([O-])C=1C=C(C=CC1)C=1N=C(SC1)N (4-(3-nitro-phenyl)-thiazol-2-ylamine hydrochloride), C(C)(C)C=1C=CC(=NC1)S(=O)(=O)Cl (5-isopropyl-pyridine-2-sulfonyl chloride), Cl (hydrochloric acid). The solvent is N1=CC=CC=C1 (pyridine). Reaction conditions: time 30 minute. The product is [N+](=O)([O-])C=1C=C(C=CC1)C=1N=C(SC1)NS(=O)(=O)C1=NC=C(C=C1)C(C)C (5-isopropyl-pyridine-2-sulfonic acid [4-(3-nitro-phenyl)-thiazol-2-yl]-amide). Yield: 39.5%. Reaction SMILES: Cl.[N+:2]([C:5]1[CH:6]=[C:7]([C:11]2[N:12]=[C:13]([NH2:16])[S:14][CH:15]=2)[CH:8]=[CH:9][CH:10]=1)([O-:4])=[O:3].[CH:17]([C:20]1[CH:21]=[CH:22][C:23]([S:26](Cl)(=[O:28])=[O:27])=[N:24][CH:25]=1)([CH3:19])[CH3:18].Cl>N1C=CC=CC=1>[N+:2]([C:5]1[CH:6]=[C:7]([C:11]2[N:12]=[C:13]([NH:16][S:26]([C:23]3[CH:22]=[CH:21][C:20]([CH:17]([CH3:19])[CH3:18])=[CH:25][N:24]=3)(=[O:27])=[O:28])[S:14][CH:15]=2)[CH:8]=[CH:9][CH:10]=1)([O-:4])=[O:3] |f:0.1|. Procedure details: A mixture of 0.5 g of 4-(3-nitro-phenyl)-thiazol-2-ylamine hydrochloride with 0.46 g of 5-isopropyl-pyridine-2-sulfonyl chloride was stirred overnight with 2 ml of pyridine. The resulting, red colored suspension was poured into 25 ml of 1N hydrochloric acid and the solid which thereby separated was filtered off and dissolved in a mixture of 30 ml of ethanol and 20 ml of 2N sodium hydroxide solution. After the addition of 0.5 g of active charcoal the mixture was stirred at room temperature for 30...